describe an organic reaction: reactants, conditions, products, and yield From a dataset of the Open Reaction Database (ORD), a public repository of structured organic reaction records. Reactants: [OH-].[Na+] (sodium hydroxide), C(C)(=O)C1=C(C(=CC(=C1)C)C)O (2-acetyl-4,6-dimethylphenol), ClC(F)F (chlorodifluoromethane). The reagents and catalysts are S(=O)(=O)(O)[O-].C(CCC)[N+](CCCC)(CCCC)CCCC (tetrabutylammonium hydrogensulphate). The solvent is ClCCl (dichloromethane). Run at time 4 hour. The product is FC(OC1=C(C=C(C=C1C)C)C(C)=O)F ((2-difluoromethoxy-3,5-dimethylphenyl)ethanone). Yield: 21.0%. RXN SMILES: [OH-].[Na+].[C:3]([C:6]1[CH:11]=[C:10]([CH3:12])[CH:9]=[C:8]([CH3:13])[C:7]=1[OH:14])(=[O:5])[CH3:4].Cl[CH:16]([F:18])[F:17]>S([O-])(O)(=O)=O.C([N+](CCCC)(CCCC)CCCC)CCC.ClCCl>[F:17][CH:16]([F:18])[O:14][C:7]1[C:8]([CH3:13])=[CH:9][C:10]([CH3:12])=[CH:11][C:6]=1[C:3](=[O:5])[CH3:4] |f:0.1,4.5|. Procedure details: 10 ml of a 30% aqueous sodium hydroxide solution and 8.5 g (0.025 mol) of tetrabutylammonium hydrogensulphate are added to a solution of 8.2 g (0.05 mol) of 2-acetyl-4,6-dimethylphenol, obtained above in Example XXX, in dichloromethane. A stream of chlorodifluoromethane is then passed into the reaction mixture for 30 minutes and the latter is then stirred at room temperature for 4 hours. The reaction mixture is then extracted with dichloromethane and the extract is washed with water. After dryin... Starting materials: N1=CC=CC=C1 (pyridine), O.NN (hydrazine monohydrate), ClC1=NC2=CC(=C(C=C2N=C1Cl)C(=O)OC)C (methyl 2,3-dichloro-7-methylquinoxaline-6-carboxylate). The solvent is CO (methanol). Conditions: time 8 hour. Product: ClC=1C(=NC2=CC(=C(C=C2N1)C(=O)OC)C)NN (methyl 3-chloro-2-hydrazino-7-methylquinoxaline-6-carboxylate). RXN SMILES: Cl[C:2]1[C:11]([Cl:12])=[N:10][C:9]2[C:4](=[CH:5][C:6]([CH3:17])=[C:7]([C:13]([O:15][CH3:16])=[O:14])[CH:8]=2)[N:3]=1.N1C=CC=CC=1.O.[NH2:25][NH2:26]>CO>[Cl:12][C:11]1[C:2]([NH:25][NH2:26])=[N:3][C:4]2[C:9]([N:10]=1)=[CH:8][C:7]([C:13]([O:15][CH3:16])=[O:14])=[C:6]([CH3:17])[CH:5]=2 |f:2.3|. Procedure: To a suspension of 3.57 g of methyl 2,3-dichloro-7-methylquinoxaline-6-carboxylate in 214 mL of methanol were added 7.0 mL of pyridine and 2.34 mL of hydrazine monohydrate at 0° C., and then the mixture was stirred at room temperature overnight. The mixture was concentrated until its total amount reached about 100 mL, and water was added thereto, followed by stirring at room temperature for 1 hour. The precipitate was collected by filtration, washed with water and ethanol, and dried under reduce... Reported procedure: Methylation of the product of part (i) (3.30 g) with iodomethane (5.0 g) according to the method of Example 11(ii) gave the title compound as a gum (2.25 g) which was used directly in the next stage. Isolated yield 64.3%. Product: FC1=C(C=CC(=C1)F)C(C(C)C=1N=NC=CC1)=O (1-(2,4-Difluorophenyl)-2-(pyridazin-3-yl)propan-1-one). The reactants are FC1=C(C=CC(=C1)F)C(CC=1N=NC=CC1)=O (1-(2,4-Difluorophenyl)-2-(pyridazin-3-yl)ethanone), IC (iodomethane). As a reaction SMILES: [F:1][C:2]1[CH:7]=[C:6]([F:8])[CH:5]=[CH:4][C:3]=1[C:9](=[O:17])[CH2:10][C:11]1[N:12]=[N:13][CH:14]=[CH:15][CH:16]=1.I[CH3:19]>>[F:1][C:2]1[CH:7]=[C:6]([F:8])[CH:5]=[CH:4][C:3]=1[C:9](=[O:17])[CH:10]([C:11]1[N:12]=[N:13][CH:14]=[CH:15][CH:16]=1)[CH3:19].